From a dataset of the Open Reaction Database (ORD), a public repository of structured organic reaction records. describe an organic reaction: reactants, conditions, products, and yield The reactants are COC(=O)COc1ccc(Cl)c([N+](=O)[O-])c1, CO, [Cl-], [Fe], [NH4+], [Na+], [OH-], O. The product is COC(=O)COc1ccc(Cl)c(N)c1. As a reaction SMILES: [CH3:1][O:2][C:3]([CH2:4][O:5][c:6]1[cH:7][c:8]([N+:13]([O-:14])=[O:15])[c:9]([Cl:12])[cH:10][cH:11]1)=[O:16].[CH3:22][OH:23].[Cl-:17].[Fe:24].[NH4+:18].[Na+:21].[OH-:20].[OH2:19]>>[CH3:1][O:2][C:3]([CH2:4][O:5][c:6]1[cH:7][c:8]([NH2:13])[c:9]([Cl:12])[cH:10][cH:11]1)=[O:16]. As a reaction SMILES: [CH3:1][S:2]([OH:3])(=[O:4])=[O:5].[CH3:33][CH2:34][OH:35].[CH3:6][c:7]1[n:8][c:9]2[n:10]([cH:11][c:12]([C:26](=[O:27])[NH2:28])[cH:13][c:14]2[NH:15][CH2:16][c:17]2[c:18]([CH2:24][CH3:25])[cH:19][cH:20][cH:21][c:22]2[CH3:23])[c:29]1[CH3:30].[Na+:32].[OH-:31]>>[CH3:6][c:7]1[n:8][c:9]2[n:10]([cH:11][c:12]([C:26]([OH:27])=[O:31])[cH:13][c:14]2[NH:15][CH2:16][c:17]2[c:18]([CH2:24][CH3:25])[cH:19][cH:20][cH:21][c:22]2[CH3:23])[c:29]1[CH3:30]. Product: CCc1cccc(C)c1CNc1cc(C(=O)O)cn2c(C)c(C)nc12. Starting materials: CS(=O)(=O)O, CCO, CCc1cccc(C)c1CNc1cc(C(N)=O)cn2c(C)c(C)nc12, [Na+], [OH-]. Reactants: ClC=1C=C(NC=2C3=C(N=CN2)NC(=C3)C(N)=S)C=CC1 (4-(3-chloroanilino)-6-(thiocarbamoyl)-7H-pyrrolo[2,3-d]pyrimidine), BrCC(CC)=O (1-bromo-2-butanone). Solvent: O1CCOCC1 (dioxane). Reaction conditions: time 2 hour. Product: ClC=1C=C(NC=2C3=C(N=CN2)NC(=C3)C=3SC=C(N3)CC)C=CC1 (4-(3-chloroanilino)-6-(4-ethylthiazol-2-yl)-7H-pyrrolo[2,3-d]pyrimidine). As a reaction SMILES: [Cl:1][C:2]1[CH:3]=[C:4]([CH:18]=[CH:19][CH:20]=1)[NH:5][C:6]1[C:7]2[CH:14]=[C:13]([C:15](=[S:17])[NH2:16])[NH:12][C:8]=2[N:9]=[CH:10][N:11]=1.Br[CH2:22][C:23](=O)[CH2:24][CH3:25]>O1CCOCC1>[Cl:1][C:2]1[CH:3]=[C:4]([CH:18]=[CH:19][CH:20]=1)[NH:5][C:6]1[C:7]2[CH:14]=[C:13]([C:15]3[S:17][CH:22]=[C:23]([CH2:24][CH3:25])[N:16]=3)[NH:12][C:8]=2[N:9]=[CH:10][N:11]=1. Procedure: 57.5 mg (0.19 mmol) of 4-(3-chloroanilino)-6-(thiocarbamoyl)-7H-pyrrolo[2,3-d]pyrimidine (see Example 10) and 34 ml of 1-bromo-2-butanone (Aldrich; Milwaukee/USA) in 3 ml of dioxane are heated to boiling for 2 h. Cooling, filtering the suspension and washing with isopropanol/diethyl ether yields 4-(3-chloroanilino)-6-(4-ethylthiazol-2-yl)-7H-pyrrolo[2,3-d]pyrimidine; HPLC: tRet(Grad20)=13.6; FAB-MS: (M+H)+=356. Solvent: O1CCOCC1 (dioxane). Procedure details: A solution of 14.3 g of 3,3'-dinitrobenzanilide in 150 ml. of dioxane is hydrogenated at three atmospheres of hydrogen using 1 g. of 10% palladium-on-charcoal catalyst. The catalyst is removed by filtration and the filtrate evaporated to dryness. The residue is recrystallized from ethanol. There is obtained 8.72 g. of material melting at 123°-4°. As a reaction SMILES: [N+:1]([C:4]1[CH:5]=[C:6]([CH:19]=[CH:20][CH:21]=1)[C:7]([NH:9][C:10]1[CH:15]=[CH:14][CH:13]=[C:12]([N+:16]([O-])=O)[CH:11]=1)=[O:8])([O-])=O.[H][H]>[Pd].O1CCOCC1>[NH2:1][C:4]1[CH:5]=[C:6]([CH:19]=[CH:20][CH:21]=1)[C:7]([NH:9][C:10]1[CH:15]=[CH:14][CH:13]=[C:12]([NH2:16])[CH:11]=1)=[O:8]. Yields the product NC=1C=C(C(=O)NC2=CC(=CC=C2)N)C=CC1 (3,3'-Diaminobenzanilide). The reagents and catalysts are [Pd] (palladium-on-charcoal). Starting materials: [N+](=O)([O-])C=1C=C(C(=O)NC2=CC(=CC=C2)[N+](=O)[O-])C=CC1 (3,3'-dinitrobenzanilide), [H][H] (hydrogen), material. The reactants are C(#N)[B-](C#N)(C#N)C#N.[K+] (potassium tetracyanoborate), [Br-].C(CCCCCCC)[N+]1=CC=CC=C1 (1-octylpyridinium bromide). The product is C(#N)[B-](C#N)(C#N)C#N.C(CCCCCCC)[N+]1=CC=CC=C1 (N-octylpyridinium tetracyanoborate). RXN SMILES: [C:1]([B-:3]([C:8]#[N:9])([C:6]#[N:7])[C:4]#[N:5])#[N:2].[K+].[Br-].[CH2:12]([N+:20]1[CH:25]=[CH:24][CH:23]=[CH:22][CH:21]=1)[CH2:13][CH2:14][CH2:15][CH2:16][CH2:17][CH2:18][CH3:19]>>[C:1]([B-:3]([C:8]#[N:9])([C:6]#[N:7])[C:4]#[N:5])#[N:2].[CH2:12]([N+:20]1[CH:21]=[CH:22][CH:23]=[CH:24][CH:25]=1)[CH2:13][CH2:14][CH2:15][CH2:16][CH2:17][CH2:18][CH3:19] |f:0.1,2.3,4.5|. Procedure details: Analogously to Example A, 83 g of potassium tetracyanoborate are added to 134 g of 1-octylpyridinium bromide, and the mixture is subjected to corresponding work-up, giving a clear, yellowish, viscous liquid. The reactants are O=C1CCc2ccccc2N1, O, O=[N+]([O-])O, O=S(=O)(O)O. The product is O=C1CCc2cc([N+](=O)[O-])ccc2N1. RXN SMILES: [NH:1]1[C:2](=[O:11])[CH2:3][CH2:4][c:5]2[cH:6][cH:7][cH:8][cH:9][c:10]21.[OH2:12].[OH:13][N+:14]([O-:15])=[O:16].[S:17](=[O:18])(=[O:19])([OH:20])[OH:21]>>[NH:1]1[C:2](=[O:11])[CH2:3][CH2:4][c:5]2[cH:6][c:7]([N+:14](=[O:13])[O-:15])[cH:8][cH:9][c:10]21. Starting materials: C(=O)(O)[O-].[Na+] (NaHCO3), Cl (Hydrochloric acid), C(#N)C=1C(=CC(=NC1)NC(=O)N1CCCC2=CC(=C(N=C12)C(OC)OC)CN1C(CN(CC1)C)=O)OCCOC (N-(5-cyano-4-(2-methoxyethoxyl)pyridin-2-yl)-7-(dimethoxymethyl)-6-((4-methyl-2-oxopiperazin-1-yl)methyl)-3,4-dihydro-1,8-naphthyridine-1(2H)-carboxamide), C(#N)C=1C(=CC(=NC1)NC(=O)N1CCCC2=CC(=C(N=C12)C(OC)OC)CN1C(CN(CC1)C)=O)OCCOC (N-(5-cyano-4-(2-methoxyethoxyl)pyridin-2-yl)-7-(dimethoxymethyl)-6-((4-methyl-2-oxopiperazin-1-yl)methyl)-3,4-dihydro-1,8-naphthyridine-1(2H)-carboxamide). Solvent: C1CCOC1 (THF). Reaction conditions: time 20 minute. Yields the product C(#N)C=1C(=CC(=NC1)NC(=O)N1CCCC2=CC(=C(N=C12)C=O)CN1C(CN(CC1)C)=O)OCCOC (N-(5-cyano-4-(2-methoxyethoxyl)pyridin-2-yl)-7-formyl-6-((4-methyl-2-oxopiperazin-1-yl)methyl)-3,4-dihydro-1,8-naphthyridine-1(2H)-carboxamide). As a reaction SMILES: Cl.[C:2]([C:4]1[C:5]([O:37][CH2:38][CH2:39][O:40][CH3:41])=[CH:6][C:7]([NH:10][C:11]([N:13]2[C:22]3[C:17](=[CH:18][C:19]([CH2:28][N:29]4[CH2:34][CH2:33][N:32]([CH3:35])[CH2:31][C:30]4=[O:36])=[C:20]([CH:23](OC)[O:24]C)[N:21]=3)[CH2:16][CH2:15][CH2:14]2)=[O:12])=[N:8][CH:9]=1)#[N:3].C([O-])(O)=O.[Na+]>C1COCC1>[C:2]([C:4]1[C:5]([O:37][CH2:38][CH2:39][O:40][CH3:41])=[CH:6][C:7]([NH:10][C:11]([N:13]2[C:22]3[C:17](=[CH:18][C:19]([CH2:28][N:29]4[CH2:34][CH2:33][N:32]([CH3:35])[CH2:31][C:30]4=[O:36])=[C:20]([CH:23]=[O:24])[N:21]=3)[CH2:16][CH2:15][CH2:14]2)=[O:12])=[N:8][CH:9]=1)#[N:3] |f:2.3|. Procedure details: Hydrochloric acid (4M, 8.6 ml) was added to a solution of N-(5-cyano-4-(2-methoxyethoxyl)pyridin-2-yl)-7-(dimethoxymethyl)-6-((4-methyl-2-oxopiperazin-1-yl)methyl)-3,4-dihydro-1,8-naphthyridine-1(2H)-carboxamide (intermediate 107, 950 mg, 1.72 mmol) in THF (15 ml) at room temperature. After stirring for 4 h at room temperature saturated aqueous NaHCO3 was added, the mixture extracted with DCM (3×), the organic layers dried over MgSO4 and evaporated. The residue was stirred with EtOAc for 20 minu... Starting materials: CC(C#CC=1SC(=CC1)C1=C(C=CC=C1)[N+](=O)[O-])(C)C (2-(3,3-dimethyl-but-1-ynyl)-5-(2-nitro-phenyl)-thiophene), O1CCCC1 (tetrahydrofurane), aqueous solution. The reagents and catalysts are [Fe] (Iron). Run in C(C)(=O)O (acetic acid). Reaction conditions: temperature 80 celsius. Product: CC(C#CC1=CC=C(S1)C1=C(C=CC=C1)N)(C)C (2-[5-(3,3-dimethyl-but-1-ynyl)-thiophen-2-yl]-phenylamine). RXN SMILES: [CH3:1][C:2]([CH3:20])([CH3:19])[C:3]#[C:4][C:5]1[S:6][C:7]([C:10]2[CH:15]=[CH:14][CH:13]=[CH:12][C:11]=2[N+:16]([O-])=O)=[CH:8][CH:9]=1.O1CCCC1>[Fe].C(O)(=O)C>[CH3:1][C:2]([CH3:20])([CH3:19])[C:3]#[C:4][C:5]1[S:6][C:7]([C:10]2[CH:15]=[CH:14][CH:13]=[CH:12][C:11]=2[NH2:16])=[CH:8][CH:9]=1. Procedure: A mixture of 2-(3,3-dimethyl-but-1-ynyl)-5-(2-nitro-phenyl)-thiophene (22 g, 76 mmol), tetrahydrofurane (100 ml) and acetic acid (425 ml of a 5% aqueous solution) was heated to 80° C. Iron powder (66 g, 1.2 mol) was added in small portions at this temperature. The reaction mixture was heated for 5 hours to reflux. After cooling, it was poured on ice and extracted with ethyl acetate. The combined organic layer was washed with brine, dried over magnesium sulfate and evaporated, delivering Compound... Reactants: ClC=1C=CC(=C(C(=O)NCCC=2SC(=C(C2)S(N)(=O)=O)C)C1)OC (2-[2-(5-chloro-2-methoxybenzoylamino)ethyl]-4-sulfamoyl-5-methylthiophene), O([K])C#N (KOCN). Yields the product ClC=1C=CC(=C(C(=O)NCCC=2SC(=C(C2)S(=O)(=O)NC(=O)N)C)C1)OC (2-[2-(5-Chloro-2-methoxybenzoylamino)ethyl]-4-(aminocarbonylaminosulfonyl)-5-methylthiophene). Reaction SMILES: [Cl:1][C:2]1[CH:3]=[CH:4][C:5]([O:23][CH3:24])=[C:6]([CH:22]=1)[C:7]([NH:9][CH2:10][CH2:11][C:12]1[S:13][C:14]([CH3:21])=[C:15]([S:17](=[O:20])(=[O:19])[NH2:18])[CH:16]=1)=[O:8].[O:25]([C:27]#[N:28])[K]>>[Cl:1][C:2]1[CH:3]=[CH:4][C:5]([O:23][CH3:24])=[C:6]([CH:22]=1)[C:7]([NH:9][CH2:10][CH2:11][C:12]1[S:13][C:14]([CH3:21])=[C:15]([S:17]([NH:18][C:27]([NH2:28])=[O:25])(=[O:19])=[O:20])[CH:16]=1)=[O:8]. Reported procedure: Analogously to Example 2 from 2-[2-(5-chloro-2-methoxybenzoylamino)ethyl]-4-sulfamoyl-5-methylthiophene and KOCN. Reactants: O, Cc1ccc(S(=O)(=O)Cl)cc1, OCC#Cc1ccccc1, c1ccncc1. Product: ClCC#Cc1ccccc1. Reaction SMILES: [OH2:28].[S:11]([c:12]1[cH:13][cH:14][c:15]([CH3:16])[cH:17][cH:18]1)(=[O:19])(=[O:20])[Cl:21].[c:1]1([C:7]#[C:8][CH2:9][OH:10])[cH:2][cH:3][cH:4][cH:5][cH:6]1.[cH:22]1[cH:23][cH:24][n:25][cH:26][cH:27]1>>[c:1]1([C:7]#[C:8][CH2:9][Cl:21])[cH:2][cH:3][cH:4][cH:5][cH:6]1.